From a dataset of the Open Reaction Database (ORD), a public repository of structured organic reaction records. describe an organic reaction: reactants, conditions, products, and yield Reactants: C(C)OC(=O)C1=C(C2=C(C=N1)N=C(S2)C=2C=NC(=CC2)Cl)O (2-(6-Chloro-pyridin-3-yl)-7-hydroxy-thiazolo[4,5-c]pyridine-6-carboxylic acid ethyl ester), Cl.CN(CCCN=C=NCC)C (N-(3-dimethylaminopropyl)-N′-ethylcarbodiimide hydrochloride), Cl.COC(CN)=O (glycine methyl ester hydrochloride), Cl (hydrochloric acid), example 92(c), CCCC[O-].[Na+] (sodium 1-butoxide), C(CCC)O (1-butanol). The reagents and catalysts are CN(C1=CC=NC=C1)C (4-dimethylaminopyridine). Solvent: C(Cl)(Cl)Cl (chloroform), CN(C=O)C (N,N-dimethylformamide). Yields the product COC(CNC(=O)C1=C(C2=C(C=N1)N=C(S2)C=2C=NC(=CC2)OCCCC)O)=O ({[2-(6-Butoxy-pyridin-3-yl)-7-hydroxy-thiazolo[4,5-c]pyridine-6-carbonyl]-amino}-acetic acid methyl ester). As a reaction SMILES: C(O[C:4]([C:6]1[N:11]=[CH:10][C:9]2[N:12]=[C:13]([C:15]3[CH:16]=[N:17][C:18](Cl)=[CH:19][CH:20]=3)[S:14][C:8]=2[C:7]=1[OH:22])=[O:5])C.[CH3:23][CH2:24][CH2:25][CH2:26][O-:27].[Na+].C(O)CCC.Cl.CN(C)CCCN=C=NCC.Cl.[CH3:47][O:48][C:49](=[O:52])[CH2:50][NH2:51].Cl>CN(C)C1C=CN=CC=1.CN(C)C=O.C(Cl)(Cl)Cl>[CH3:47][O:48][C:49](=[O:52])[CH2:50][NH:51][C:4]([C:6]1[N:11]=[CH:10][C:9]2[N:12]=[C:13]([C:15]3[CH:16]=[N:17][C:18]([O:27][CH2:26][CH2:25][CH2:24][CH3:23])=[CH:19][CH:20]=3)[S:14][C:8]=2[C:7]=1[OH:22])=[O:5] |f:1.2,4.5,6.7|. Procedure details: 2-(6-Chloro-pyridin-3-yl)-7-hydroxy-thiazolo[4,5-c]pyridine-6-carboxylic acid ethyl ester, example 92(c)(0.15 g, 0.45 mmol) was added to a solution of sodium 1-butoxide in 1-butanol (prepared by dissolving sodium (45.2 mg, 1.96 mmol) in 10 mL of anhydrous 1-butanol) at ambient temperature. After the reaction mixture was refluxed overnight, the solvent was evaporated off. The resulting residue was added to a suspension of N-(3-dimethylaminopropyl)-N′-ethylcarbodiimide hydrochloride (94.3 mg, 0.49... The reactants are Cc1ccc(Br)c(F)c1, [K+], O=[N+]([O-])[O-], O=S(=O)(O)O. The product is Cc1cc(F)c(Br)cc1[N+](=O)[O-]. Reaction SMILES: [Br:1][c:2]1[c:3]([F:9])[cH:4][c:5]([CH3:8])[cH:6][cH:7]1.[K+:14].[N+:10](=[O:11])([O-:12])[O-:13].[S:15](=[O:16])(=[O:17])([OH:18])[OH:19]>>[Br:1][c:2]1[c:3]([F:9])[cH:4][c:5]([CH3:8])[c:6]([N+:10](=[O:11])[O-:12])[cH:7]1. Starting materials: ClC1=C(C=CC(=C1)Cl)NC1=C(C=NC2=CN=C(C=C12)F)C#N (4-(2,4-dichloro-phenylamino)-6-fluoro-[1.7]naphthyridine-3-carbonitrile), CN(CC[O-])C.[Na+] (sodium (2-dimethylamino-ethoxide)), O (water). The solvent is O1CCCC1 (tetrahydrofuran), O1CCCC1 (tetrahydrofuran). The product is ClC1=C(C=CC(=C1)Cl)NC1=C(C=NC2=CN=C(C=C12)OCCN(C)C)C#N (4-(2,4-dichloro-phenylamino)-6-(2-dimethylamino-ethoxy)-[1.7]naphthyridine-3-carbonitrile). Isolated yield 59.0%. As a reaction SMILES: [Cl:1][C:2]1[CH:7]=[C:6]([Cl:8])[CH:5]=[CH:4][C:3]=1[NH:9][C:10]1[C:19]2[C:14](=[CH:15][N:16]=[C:17](F)[CH:18]=2)[N:13]=[CH:12][C:11]=1[C:21]#[N:22].[CH3:23][N:24]([CH3:28])[CH2:25][CH2:26][O-:27].[Na+].O>O1CCCC1>[Cl:1][C:2]1[CH:7]=[C:6]([Cl:8])[CH:5]=[CH:4][C:3]=1[NH:9][C:10]1[C:19]2[C:14](=[CH:15][N:16]=[C:17]([O:27][CH2:26][CH2:25][N:24]([CH3:28])[CH3:23])[CH:18]=2)[N:13]=[CH:12][C:11]=1[C:21]#[N:22] |f:1.2|. Procedure details: To 250 mg of 4-(2,4-dichloro-phenylamino)-6-fluoro-[1.7]naphthyridine-3-carbonitrile under an inert atmosphere was added 8 mL of 1 M sodium (2-dimethylamino-ethoxide) in tetrahydrofuran. After refluxing for 2 hours, the reaction was stripped of tetrahydrofuran and water was added. The product was filtered, washed with water, dried, and recrystallized from chloroform/ether/hexanes to give 186 mg (59%) of 4-(2,4-dichloro-phenylamino)-6-(2-dimethylamino-ethoxy)-[1.7]naphthyridine-3-carbonitrile as ... Starting materials: SCCC(=O)NC1CC1 (3-mercapto-N-cyclopropylpropanamide), ClC1=C(C(C2=CC=CC=C2C1=O)=O)NC1=CC=C(C=C1)S(=O)(=O)NC1=C(C=CC=C1)OC (4-(3-chloro-1,4-dioxo-1,4-dihydro-naphthalen-2-ylamino)-N-(2-methoxy-phenyl)-benzenesulfonamide), ClC=1C=C(SC1Cl)S(=O)(=O)N=C1C=C(C(C2=CC=CC=C12)=O)Cl (4,5-dichloro-N-(3-chloro-4-oxonaphthalen-1(4H)-ylidene)thiophene-2-sulfonamide). Yield: 37.0%. RXN SMILES: ClC1C(=O)C2C(=CC=CC=2)C(=O)C=1NC1C=CC(S(NC2C=CC=CC=2OC)(=O)=O)=CC=1.Cl[C:34]1[CH:35]=[C:36]([S:40]([N:43]=[C:44]2[C:53]3[C:48](=[CH:49][CH:50]=[CH:51][CH:52]=3)[C:47](=[O:54])[C:46](Cl)=[CH:45]2)(=[O:42])=[O:41])[S:37][C:38]=1Cl.[SH:56][CH2:57][CH2:58][C:59]([NH:61][CH:62]1[CH2:64][CH2:63]1)=[O:60]>>[CH:62]1([NH:61][C:59](=[O:60])[CH2:58][CH2:57][S:56][C:46]2[C:47](=[O:54])[C:48]3[C:53]([C:44](=[N:43][S:40]([C:36]4[S:37][CH:38]=[CH:34][CH:35]=4)(=[O:42])=[O:41])[CH:45]=2)=[CH:52][CH:51]=[CH:50][CH:49]=3)[CH2:64][CH2:63]1. Procedure details: 5.2.43 N-cyclopropyl-3-(1-oxo-4-(thiophen-2-ylsulfonylimino)-1,4-dihydronaphthalen-2-ylthio)propanamide (13h) was prepared according to the procedure for 13d except using 4,5-dichloro-N-(3-chloro-4-oxonaphthalen-1(4H)-ylidene)thiophenesulfonamide (12c) and 3-mercapto-N-cyclopropylpropanamide which afforded the title compound 20 mg (37%) as a yellow solid, m.p.: ° C. Yields the product C1(CC1)NC(CCSC=1C(C2=CC=CC=C2C(C1)=NS(=O)(=O)C=1SC=CC1)=O)=O (N-cyclopropyl-3-(1-oxo-4-(thiophen-2-ylsulfonylimino)-1,4-dihydronaphthalen-2-ylthio)propanamide), title compound. The reactants are COC(=O)c1ncc(Br)cc1CBr, CN, C1CCOC1. Yields the product CN1Cc2cc(Br)cnc2C1=O. Reaction SMILES: [Br:3][c:4]1[cH:5][c:6]([CH2:14][Br:15])[c:7]([C:10](=[O:11])[O:12][CH3:13])[n:8][cH:9]1.[CH3:1][NH2:2].[O:16]1[CH2:17][CH2:18][CH2:19][CH2:20]1>>[CH3:1][N:2]1[C:10](=[O:11])[c:7]2[c:6]([cH:5][c:4]([Br:3])[cH:9][n:8]2)[CH2:14]1.